This data is from the Open Reaction Database (ORD), a public repository of structured organic reaction records. The task is: describe an organic reaction: reactants, conditions, products, and yield Starting materials: O=C([O-])[O-], CO, CS(C)=O, Cc1ccccc1, FC(F)(F)c1ccc(Cl)nc1, [K+], [K+], [K+], [OH-], O, O=C(O)c1cccc(O)c1. Yields the product O=C(O)c1cccc(Oc2ccc(C(F)(F)F)cn2)c1. RXN SMILES: [C:13](=[O:14])([O-:15])[O-:16].[CH3:30][OH:31].[CH3:32][S:33]([CH3:34])=[O:35].[CH3:37][c:38]1[cH:39][cH:40][cH:41][cH:42][cH:43]1.[Cl:19][c:20]1[n:21][cH:22][c:23]([C:26]([F:27])([F:28])[F:29])[cH:24][cH:25]1.[K+:17].[K+:18].[K+:2].[OH-:1].[OH2:36].[OH:3][c:4]1[cH:5][c:6]([C:7](=[O:8])[OH:9])[cH:10][cH:11][cH:12]1>>[O:3]([c:4]1[cH:5][c:6]([C:7](=[O:8])[OH:9])[cH:10][cH:11][cH:12]1)[c:20]1[n:21][cH:22][c:23]([C:26]([F:27])([F:28])[F:29])[cH:24][cH:25]1. Starting materials: O=C([O-])[O-], CCO, CCOC(C)=O, [K+], [K+], CCOC(=O)c1[nH]c2cc(Cl)c(Cl)cc2c1[N+](=O)[O-], O=C=O, O, O, O, Cl[Sn]Cl. Product: CCOC(=O)c1[nH]c2cc(Cl)c(Cl)cc2c1N. As a reaction SMILES: [C:25](=[O:26])([O-:27])[O-:28].[CH3:34][CH2:35][OH:36].[CH3:38][CH2:39][O:40][C:41](=[O:42])[CH3:43].[K+:29].[K+:30].[N+:1]([O-:2])(=[O:3])[c:4]1[c:5]([C:15](=[O:16])[O:17][CH2:18][CH3:19])[nH:6][c:7]2[cH:8][c:9]([Cl:14])[c:10]([Cl:13])[cH:11][c:12]12.[O:31]=[C:32]=[O:33].[OH2:20].[OH2:21].[OH2:37].[Sn:22]([Cl:23])[Cl:24]>>[NH2:1][c:4]1[c:5]([C:15](=[O:16])[O:17][CH2:18][CH3:19])[nH:6][c:7]2[cH:8][c:9]([Cl:14])[c:10]([Cl:13])[cH:11][c:12]12. The yield is 47.6%. Yields the product FC1=CC=C(C=C1)/C=C/CCO ((E)-4-[4-Fluorophenyl]-3-buten-1-ol). Run in C1CCOC1 (THF), C1CCOC1 (THF), O (water). Starting materials: C(CCC)[Li] (n-Butyllithium), [Br-].OCCC[P+](C1=CC=CC=C1)(C1=CC=CC=C1)C1=CC=CC=C1 ((3-hydroxypropyl)triphenylphosphonium bromide), FC1=CC=C(C=O)C=C1 (4-fluorobenzaldehyde). Procedure: n-Butyllithium (1.6M in H, 100 ml) was added dropwise to a stirred suspension of (3-hydroxypropyl)triphenylphosphonium bromide (32.1 g) in dry THF (200 ml) cooled to 0° C. under nitrogen. A solution of 4-fluorobenzaldehyde (9.93 g) in dry THF (100 ml) was added dropwise and the mixture stirred under nitrogen at 0° C. for 30 min and at room temperature for a further 1.5 h. The mixture was carefully diluted with water (25 ml), the solvent evaporated in vacuo at 40° and the residue partitioned betw... Reaction SMILES: C([Li])CCC.[Br-].[OH:7][CH2:8][CH2:9][CH2:10][P+](C1C=CC=CC=1)(C1C=CC=CC=1)C1C=CC=CC=1.[F:30][C:31]1[CH:38]=[CH:37][C:34]([CH:35]=O)=[CH:33][CH:32]=1>C1COCC1.O>[F:30][C:31]1[CH:38]=[CH:37][C:34](/[CH:35]=[CH:10]/[CH2:9][CH2:8][OH:7])=[CH:33][CH:32]=1 |f:1.2|. Conditions: temperature 0 celsius, time 1.5 hour. The reactants are O=C([O-])O, [Li]CCCC, C1CCOC1, Cn1cnc(-c2ccc(Cl)cc2)c1-c1ccc(Cl)cc1, O=C(Cl)OCc1ccccc1, [Na+]. Reaction SMILES: [C:37](=[O:38])([OH:39])[O-:40].[CH2:21]([Li:22])[CH2:23][CH2:24][CH3:25].[CH2:42]1[O:43][CH2:44][CH2:45][CH2:46]1.[Cl:1][c:2]1[cH:3][cH:4][c:5](-[c:8]2[n:9][cH:10][n:11]([CH3:20])[c:12]2-[c:13]2[cH:14][cH:15][c:16]([Cl:19])[cH:17][cH:18]2)[cH:6][cH:7]1.[Cl:26][C:27](=[O:28])[O:29][CH2:30][c:31]1[cH:32][cH:33][cH:34][cH:35][cH:36]1.[Na+:41]>>[Cl:1][c:2]1[cH:3][cH:4][c:5](-[c:8]2[n:9][c:10]([C:27](=[O:28])[O:29][CH2:30][c:31]3[cH:32][cH:33][cH:34][cH:35][cH:36]3)[n:11]([CH3:20])[c:12]2-[c:13]2[cH:14][cH:15][c:16]([Cl:19])[cH:17][cH:18]2)[cH:6][cH:7]1. Product: Cn1c(C(=O)OCc2ccccc2)nc(-c2ccc(Cl)cc2)c1-c1ccc(Cl)cc1. Starting materials: FC=1C=C(C2=C(OCCO2)C1)[N+](=O)[O-] (7-fluoro-5-nitro-2,3-dihydrobenzo[b][1,4]dioxine). The reagents and catalysts are [Pd] (Pd/C). Run in CO (methanol). Conditions: time 3 hour. Yields the product FC=1C=C(C2=C(OCCO2)C1)N (7-fluoro-2,3-dihydrobenzo[b][1,4]dioxin-5-amine). Yield: 94.6%. As a reaction SMILES: [F:1][C:2]1[CH:3]=[C:4]([N+:12]([O-])=O)[C:5]2[O:10][CH2:9][CH2:8][O:7][C:6]=2[CH:11]=1>CO.[Pd]>[F:1][C:2]1[CH:3]=[C:4]([NH2:12])[C:5]2[O:10][CH2:9][CH2:8][O:7][C:6]=2[CH:11]=1. Reported procedure: 10% Pd/C (400 mg) was added to a solution of 7-fluoro-5-nitro-2,3-dihydrobenzo[b][1,4]dioxine (2.0 g, 10 mmol) in methanol (50 mL) and stirring was continued at 25° C. under H2 atmosphere for 3 h. The reaction mixture was filtered over celite bed and washed with methanol. The filtrate and the washings were concentrated under reduced pressure to afford 7-fluoro-2,3-dihydrobenzo[b][1,4]dioxin-5-amine (Int-27) (1.6 g, 94% yield) as pale brown liquid. MS (ESI): m/z 170.1 (M+H).